From a dataset of the Open Reaction Database (ORD), a public repository of structured organic reaction records. describe an organic reaction: reactants, conditions, products, and yield The reactants are O=C1CC[C@@H]2[C@H](OC3=C2C=C(C(=C3)CC=C)O)C1 ((4aR*,9bS*)-1,2,3,4,4a,9b-Hexahydro-3-oxo-8-hydroxy-7-(2-propenyl)dibenzofuran). Reagents/catalysts: [Pd] (Pd/C). Run in C(C)(=O)OCC (ethyl acetate). Run at time 1 hour. The product is O=C1CC[C@@H]2[C@H](OC3=C2C=C(C(=C3)CCC)O)C1 ((4aR*,9bS*)-1,2,3,4,4a,9b-Hexahydro-3-oxo-8-hydroxy-7-propyldibenzofuran). The yield is 99.5%. Reaction SMILES: [O:1]=[C:2]1[CH2:18][C@H:6]2[O:7][C:8]3[CH:13]=[C:12]([CH2:14][CH:15]=[CH2:16])[C:11]([OH:17])=[CH:10][C:9]=3[C@@H:5]2[CH2:4][CH2:3]1>C(OCC)(=O)C.[Pd]>[O:1]=[C:2]1[CH2:18][C@H:6]2[O:7][C:8]3[CH:13]=[C:12]([CH2:14][CH2:15][CH3:16])[C:11]([OH:17])=[CH:10][C:9]=3[C@@H:5]2[CH2:4][CH2:3]1. Procedure: A suspension of 0.250 g (1.02 mmol) of the product of Example 12, Step I and 50 mg of 5% Pd/C in 5 mL of ethyl acetate was shaken under 40 psi H2 for 1 h. The solution was filtered through Celite and the filtrate was concentrated to afford 0.250 g (100%) of a white powder. Reactants: C(CC(C)C)=O (Isovaleraldehyde), CCOCC (ether), 11B, N(CCO)CCO (diethanolamine), B([O-])[O-] (boronate), C(C)=O (acetaldehyde), δ-pinene, B[O-] (borinate), 11B. The solvent is C1CCOC1 (THF). Run at temperature -78 celsius, time 1 hour. Yields the product CC(C)C[C@H](CC(=C)C=C)O ((-)-ipsenol). Yield: 65.0%. Reaction SMILES: [CH:1](=[O:6])[CH2:2][CH:3]([CH3:5])[CH3:4].B[O-].[CH:9](=O)[CH3:10].B([O-])[O-].N([CH2:19][CH2:20]O)CCO.[CH3:22]COCC>C1COCC1>[CH3:4][CH:3]([CH2:2][C@@H:1]([OH:6])[CH2:22][C:19]([CH:9]=[CH2:10])=[CH2:20])[CH3:5]. Procedure: Isovaleraldehyde (2.15 g, 2.68 mL, 25 mmol) in ether (6 mL) was added dropwise to a rapidly stirred solution of B-isoprenyldiisopinocampheylborane, 1Ipc2BIpn, maintained at -78° C. Stirring was continued for 1 h, when the 11B NMR spectrum of an aliquot showed a peak at δ 52 ppm corresponding to a borinate indicating completion of the reaction. The reaction mixture was warmed to 0° C. and acetaldehyde (2.1 mL, 37.5 mmol) was added when one equiv of δ-pinene was eliminated. 11B NMR showed a peak a...